Dataset: the Open Reaction Database (ORD), a public repository of structured organic reaction records. Task: describe an organic reaction: reactants, conditions, products, and yield Reaction conditions: temperature 75 celsius, time 18 hour. The solvent is C(C)N(CC)CC (triethylamine). Reaction SMILES: Cl[C:2]1[CH:11]=[CH:10][C:5]([C:6]([O:8][CH3:9])=[O:7])=[CH:4][C:3]=1[N+:12]([O-:14])=[O:13].[CH:15]#[C:16][CH2:17][CH2:18][CH3:19]>C(N(CC)CC)C.[Pd](Cl)Cl.C1(P(C2C=CC=CC=2)C2C=CC=CC=2)C=CC=CC=1.C1(P(C2C=CC=CC=2)C2C=CC=CC=2)C=CC=CC=1>[N+:12]([C:3]1[CH:4]=[C:5]([CH:10]=[CH:11][C:2]=1[C:15]#[C:16][CH2:17][CH2:18][CH3:19])[C:6]([O:8][CH3:9])=[O:7])([O-:14])=[O:13] |f:3.4.5|. Procedure: A solution of methyl 4-chloro-3-nitrobenzoate (0.70 g), bis(triphenylphosphine) palladium chloride (0.12 g), and 1-pentyne (2 mL) in triethylamine (12 mL) was placed in a sealed tube. The mixture was heated to 75° C. and stirred 18 h. The reaction mixture was cooled, filtered, and concentrated in vacuo. The resulting brown residue was chromatographed on silica gel with hexane/ethyl acetate 9/1 to obtain the product. NMR (300 MHz, CDCl3) δ 8.61 (1H, d, J=2 Hz), 8.16 (1H, m), 7.64 (1H, m), 3.96 (3... Starting materials: ClC1=C(C=C(C(=O)OC)C=C1)[N+](=O)[O-] (methyl 4-chloro-3-nitrobenzoate), C#CCCC (1-pentyne). The reagents and catalysts are [Pd](Cl)Cl.C1(=CC=CC=C1)P(C1=CC=CC=C1)C1=CC=CC=C1.C1(=CC=CC=C1)P(C1=CC=CC=C1)C1=CC=CC=C1 (bis(triphenylphosphine) palladium chloride). Product: [N+](=O)([O-])C=1C=C(C(=O)OC)C=CC1C#CCCC (methyl 3-nitro-4-(1-pentynyl)benzoate).